Dataset: the Open Reaction Database (ORD), a public repository of structured organic reaction records. Task: describe an organic reaction: reactants, conditions, products, and yield Starting materials: C=C(OCC)O[Si](C)(C)C, ClCCl, C=CCC(C=O)COCc1ccc(OC)cc1, [Cl-], [Cl-], [Cl-], [Cl-], [Ti+4]. Product: C=CCC(COCc1ccc(OC)cc1)C(O)CC(=O)OCC. As a reaction SMILES: [CH2:1]([CH3:2])[O:3][C:4](=[CH2:5])[O:6][Si:7]([CH3:8])([CH3:9])[CH3:10].[CH2:33]([Cl:34])[Cl:35].[CH3:11][O:12][c:13]1[cH:14][cH:15][c:16]([CH2:17][O:18][CH2:19][CH:20]([CH:21]=[O:22])[CH2:23][CH:24]=[CH2:25])[cH:26][cH:27]1.[Cl-:28].[Cl-:29].[Cl-:30].[Cl-:31].[Ti+4:32]>>[CH2:1]([CH3:2])[O:3][C:4](=[O:5])[CH2:6][CH:21]([CH:20]([CH2:19][O:18][CH2:17][c:16]1[cH:15][cH:14][c:13]([O:12][CH3:11])[cH:27][cH:26]1)[CH2:23][CH:24]=[CH2:25])[OH:22]. The reactants are COc1cc(N2CCN(C(=O)Cn3nc(C(F)(F)F)c(Cl)c3C)CC2)c(C(C)=O)cc1Cl, CON. The product is CON=C(C)c1cc(Cl)c(OC)cc1N1CCN(C(=O)Cn2nc(C(F)(F)F)c(Cl)c2C)CC1. RXN SMILES: [C:1]([CH3:2])(=[O:3])[c:4]1[c:5]([N:13]2[CH2:14][CH2:15][N:16]([C:19]([CH2:20][n:21]3[n:22][c:23]([C:28]([F:29])([F:30])[F:31])[c:24]([Cl:27])[c:25]3[CH3:26])=[O:32])[CH2:17][CH2:18]2)[cH:6][c:7]([O:11][CH3:12])[c:8]([Cl:10])[cH:9]1.[CH3:33][O:34][NH2:35]>>[C:1]([CH3:2])([c:4]1[c:5]([N:13]2[CH2:14][CH2:15][N:16]([C:19]([CH2:20][n:21]3[n:22][c:23]([C:28]([F:29])([F:30])[F:31])[c:24]([Cl:27])[c:25]3[CH3:26])=[O:32])[CH2:17][CH2:18]2)[cH:6][c:7]([O:11][CH3:12])[c:8]([Cl:10])[cH:9]1)=[N:35][O:34][CH3:33]. Reactants: NC=1C=CC2=C(C(=C(O2)C(C2CCCCC2)NC2=CC=C(C=C2)C(=O)N(CCC(=O)OCC)C)C)C1 (ethyl 3-{[(4-{[(5-amino-3-methyl-1-benzofuran-2-yl)(cyclohexyl)methyl]amino}phenyl)carbonyl](methyl)amino}-propanoate), [OH-].[Li+] (lithium hydroxide), [Cl-].[NH4+] (ammonium chloride), CS(=O)(=O)Cl (methanesulfonyl chloride). Solvent: O (water), C(C)O (ethanol), O1CCCC1 (tetrahydrofuran), CN(C(C)=O)C (N,N-dimethylacetamide), C(C)N(CC)CC (triethylamine). Conditions: time 8 hour. The product is C1(CCCCC1)C(C=1OC2=C(C1C)C=C(C=C2)NS(=O)(=O)C)NC2=CC=C(C=C2)C(=O)N(CCC(=O)O)C (3-[({4-[(cyclohexyl{3-methyl-5-[(methylsulfonyl)amino]-1-benzofuran-2-yl}methyl)amino]phenyl}carbonyl)(methyl)amino]propanoic acid). The yield is 91.0%. As a reaction SMILES: [NH2:1][C:2]1[CH:3]=[CH:4][C:5]2[O:9][C:8]([CH:10]([NH:17][C:18]3[CH:23]=[CH:22][C:21]([C:24]([N:26]([CH3:34])[CH2:27][CH2:28][C:29]([O:31]CC)=[O:30])=[O:25])=[CH:20][CH:19]=3)[CH:11]3[CH2:16][CH2:15][CH2:14][CH2:13][CH2:12]3)=[C:7]([CH3:35])[C:6]=2[CH:36]=1.[CH3:37][S:38](Cl)(=[O:40])=[O:39].[Cl-].[NH4+].[OH-].[Li+]>CN(C)C(=O)C.O.C(O)C.O1CCCC1.C(N(CC)CC)C>[CH:11]1([CH:10]([NH:17][C:18]2[CH:23]=[CH:22][C:21]([C:24]([N:26]([CH3:34])[CH2:27][CH2:28][C:29]([OH:31])=[O:30])=[O:25])=[CH:20][CH:19]=2)[C:8]2[O:9][C:5]3[CH:4]=[CH:3][C:2]([NH:1][S:38]([CH3:37])(=[O:40])=[O:39])=[CH:36][C:6]=3[C:7]=2[CH3:35])[CH2:16][CH2:15][CH2:14][CH2:13][CH2:12]1 |f:2.3,4.5|. Procedure details: To a solution (10 mL) of ethyl 3-{[(4-{[(5-amino-3-methyl-1-benzofuran-2-yl)(cyclohexyl)methyl]amino}phenyl)carbonyl](methyl)amino}-propanoate (412 mg) synthesized in Example A110(5) in N,N-dimethylacetamide were added triethylamine (160 μL) and methanesulfonyl chloride (89.0 μL), and the mixture was stirred overnight at room temperature. Saturated aqueous ammonium chloride solution was added to quench the reaction, and the reaction mixture was extracted with ethyl acetate. The extract was washe... Starting materials: C(C)OC(C1=CC(=C(C(=C1)S(N)(=O)=O)NC1=CC=CC=C1)NCC1=CC=CC=C1)=O (ethyl-4-anilino-3-benzylamino-5-sulphamyl-benzoate). Run in [OH-].[Na+] (sodium hydroxide). Yields the product N(C1=CC=CC=C1)C1=C(C=C(C(=O)O)C=C1S(N)(=O)=O)NCC1=CC=CC=C1 (4-anilino-3-benzylamino-5-sulphamyl-benzoic acid). As a reaction SMILES: C([O:3][C:4](=[O:30])[C:5]1[CH:10]=[C:9]([S:11](=[O:14])(=[O:13])[NH2:12])[C:8]([NH:15][C:16]2[CH:21]=[CH:20][CH:19]=[CH:18][CH:17]=2)=[C:7]([NH:22][CH2:23][C:24]2[CH:29]=[CH:28][CH:27]=[CH:26][CH:25]=2)[CH:6]=1)C>[OH-].[Na+]>[NH:15]([C:8]1[C:9]([S:11](=[O:14])(=[O:13])[NH2:12])=[CH:10][C:5]([C:4]([OH:30])=[O:3])=[CH:6][C:7]=1[NH:22][CH2:23][C:24]1[CH:29]=[CH:28][CH:27]=[CH:26][CH:25]=1)[C:16]1[CH:17]=[CH:18][CH:19]=[CH:20][CH:21]=1 |f:1.2|. Procedure: A solution of ethyl-4-anilino-3-benzylamino-5-sulphamyl-benzoate (1 g) in 1N sodium hydroxide (15 ml) was heated on a steam bath for 1 hour. After cooling, the 4-anilino-3-benzylamino-5-sulphamyl-benzoic acid was precipitated by addition of acetic acid, collected and recrystallized from 6% ethanol in water. The melting point was 248°-249°C. Starting materials: BrC=1C=CC(=C(C1)C1=NC2=NC=CN=C2C(N1)=O)F (2-(5-bromo-2-fluorophenyl)pteridin-4-one), NC1=C(C=NC=C1)C (4-amino-3-methylpyridine), C(CCC)N(C1=NC(=NC2=NC=CN=C12)C1=C(C=CC(=C1)Br)F)C1=CC=NC=C1 (4-[(butyl)(4-pyridyl)amino]-2-(5-bromo-2-fluorophenyl)pteridine). Product: BrC=1C=CC(=C(C1)C1=NC2=NC=CN=C2C(=N1)NC1=C(C=NC=C1)C)F (2-(5-bromo-2-fluorophenyl)-4-(3-methyl-4-pyridylamino)pteridine). Reaction SMILES: [Br:1][C:2]1[CH:3]=[CH:4][C:5]([F:19])=[C:6]([C:8]2[NH:17][C:16](=O)[C:15]3[C:10](=[N:11][CH:12]=[CH:13][N:14]=3)[N:9]=2)[CH:7]=1.[NH2:20][C:21]1[CH:26]=[CH:25][N:24]=[CH:23][C:22]=1[CH3:27].C(N(C1C=CN=CC=1)C1C2C(=NC=CN=2)N=C(C2C=C(Br)C=CC=2F)N=1)CCC>>[Br:1][C:2]1[CH:3]=[CH:4][C:5]([F:19])=[C:6]([C:8]2[N:17]=[C:16]([NH:20][C:21]3[CH:26]=[CH:25][N:24]=[CH:23][C:22]=3[CH3:27])[C:15]3[C:10](=[N:11][CH:12]=[CH:13][N:14]=3)[N:9]=2)[CH:7]=1. Procedure: The title product was synthesized by reaction of the 2-(5-bromo-2-fluorophenyl)-pteridin-4-one 104 with 4-amino-3-methylpyridine following the procedure described for 4-[(butyl)(4-pyridyl)amino]-2-(5-bromo-2-fluorophenyl)pteridine 3. Starting materials: B(Br)(Br)Br (boron tribromide), ClC=1C2=C(N=C(N1)SC)OC(=N2)C2=CC(=C(C(=C2)C)OC)C (7-chloro-2-(4-methoxy-3,5-dimethylphenyl)-5-methylsulfanyloxazolo[5,4-d]pyrimidine), C([O-])(O)=O.[Na+] (sodium bicarbonate), B(Br)(Br)Br (boron tribromide). The solvent is ClCCl (dichloromethane). Reaction conditions: time 2 hour. Product: ClC=1C2=C(N=C(N1)SC)OC(=N2)C2=CC(=C(C(=C2)C)O)C (4-(7-Chloro-5-methylsulfanyloxazolo[5,4-d]pyrimidin-2-yl)-2,6-dimethylphenol). Reaction SMILES: B(Br)(Br)Br.[Cl:5][C:6]1[C:7]2[N:16]=[C:15]([C:17]3[CH:22]=[C:21]([CH3:23])[C:20]([O:24]C)=[C:19]([CH3:26])[CH:18]=3)[O:14][C:8]=2[N:9]=[C:10]([S:12][CH3:13])[N:11]=1.C(=O)(O)[O-].[Na+]>ClCCl>[Cl:5][C:6]1[C:7]2[N:16]=[C:15]([C:17]3[CH:22]=[C:21]([CH3:23])[C:20]([OH:24])=[C:19]([CH3:26])[CH:18]=3)[O:14][C:8]=2[N:9]=[C:10]([S:12][CH3:13])[N:11]=1 |f:2.3|. Procedure details: At −20° C., 5.30 g of boron tribromide were added dropwise with stirring to a solution of 6.72 g of 7-chloro-2-(4-methoxy-3,5-dimethylphenyl)-5-methylsulfanyloxazolo[5,4-d]pyrimidine in 140 ml of dichloromethane. The reaction mixture was allowed to warm to room temperature and stirred for 2 hours. With ice cooling, another 1.33 g of boron tribromide were then added dropwise. After a further 2 hours, the reaction was once more cooled to −20° C., and sat. aqueous sodium bicarbonate solution was ca...